This data is from the Open Reaction Database (ORD), a public repository of structured organic reaction records. The task is: describe an organic reaction: reactants, conditions, products, and yield The reactants are d4, Grignard reagent, C1(=CC=CC=C1)C1(CCCCC1)O (phenylcyclohexanol), C(C)OC1=CC=C(C=C1)Br (1-ethoxy-4-bromobenzene), [2H]O[2H] (heavy water), C(CC)C1CCC(CC1)=O (4-Propylcyclohexanone). Solvent: ClCCl (dichloromethane). The product is d3, C1(=CC=CC=C1)C1=CCCCC1 (phenylcyclohexene). As a reaction SMILES: C(C1CCC(=O)CC1)CC.[2H]O[2H].C(OC1C=CC(Br)=CC=1)C.[C:24]1([C:30]2(O)[CH2:35][CH2:34][CH2:33][CH2:32][CH2:31]2)[CH:29]=[CH:28][CH:27]=[CH:26][CH:25]=1>ClCCl>[C:24]1([C:30]2[CH2:35][CH2:34][CH2:33][CH2:32][CH:31]=2)[CH:29]=[CH:28][CH:27]=[CH:26][CH:25]=1. Procedure: 4-Propylcyclohexanone is dissolved in a solvent, e.g., dichloromethane, and heated with heavy water (D2O) in the presence of a base to obtain 4-propylcyclohexanone-2,2,6,6-d4, which is then reacted with a Grignard reagent prepared from 1-ethoxy-4-bromobenzene. The resulting d4 -phenylcyclohexanol derivative is dehydrated to obtain a d3 -phenylcyclohexene derivative. The d3 -phenylcyclohexene derivative is catalytically reduced, and the cis-compound is removed to obtain 1-(trans-4-propylcyclohexy... Starting materials: CN (methylamine), C(C(=O)Cl)(=O)Cl (oxalyl chloride), FC(CNS(=O)(=O)C(C)C)(C)C1=CC=C(C=C1)NC(=O)C1=CC=C(C=N1)C(=O)O (6-{N-[4-(1-fluoro-1-methyl-2-{[(methylethyl)sulfonyl]amino}ethyl)phenyl]carbamoyl}pyridine-3-carboxylic acid), O1CCOCC1 (dioxane). Reagents/catalysts: CN(C)C=O (DMF). The solvent is O (water), C(Cl)Cl (methylene chloride). Product: FC(CNS(=O)(=O)C(C)C)(C)C1=CC=C(C=C1)NC(=O)C1=NC=C(C=C1)C(NC)=O (N-[4-(1-Fluoro-1-methyl-2-{[(methylethyl)sulfonyl]amino}ethyl)phenyl][5-(N-methylcarbamoyl)(2-pyridyl)]carboxamide). The yield is 25.0%. As a reaction SMILES: C(Cl)(=O)C(Cl)=O.[F:7][C:8]([C:18]1[CH:23]=[CH:22][C:21]([NH:24][C:25]([C:27]2[N:32]=[CH:31][C:30]([C:33](O)=[O:34])=[CH:29][CH:28]=2)=[O:26])=[CH:20][CH:19]=1)([CH3:17])[CH2:9][NH:10][S:11]([CH:14]([CH3:16])[CH3:15])(=[O:13])=[O:12].O1CCOCC1.[CH3:42][NH2:43]>C(Cl)Cl.CN(C=O)C.O>[F:7][C:8]([C:18]1[CH:19]=[CH:20][C:21]([NH:24][C:25]([C:27]2[CH:28]=[CH:29][C:30]([C:33](=[O:34])[NH:43][CH3:42])=[CH:31][N:32]=2)=[O:26])=[CH:22][CH:23]=1)([CH3:17])[CH2:9][NH:10][S:11]([CH:14]([CH3:16])[CH3:15])(=[O:12])=[O:13]. Reported procedure: Into a 50 mL single neck flask, 1 mL oxalyl chloride was added syringe wise to 6-{N-[4-(1-fluoro-1-methyl-2-{[(methylethyl)sulfonyl]amino}ethyl)phenyl]carbamoyl}pyridine-3-carboxylic acid. (110 mg, 0.26 mmol, prepared in example 51) in methylene chloride (10 mL) while stirring under nitrogen at room temperature. Immediately, 1 drop of DMF was added by pipette initiating a foaming of the mixture. The reaction was stirred one hour at this temperature and then concentrated under reduced vacuum to y... Starting materials: CC(C)Oc1ccc(S(C)(=O)=O)cc1C(=O)O, Fc1cccc(COc2ccc3c(c2)CCNC3)c1. Yields the product CC(C)Oc1ccc(S(C)(=O)=O)cc1C(=O)N1CCc2cc(OCc3cccc(F)c3)ccc2C1. As a reaction SMILES: [CH:20]([CH3:21])([CH3:22])[O:23][c:24]1[c:25]([C:26](=[O:27])[OH:28])[cH:29][c:30]([S:33](=[O:34])(=[O:35])[CH3:36])[cH:31][cH:32]1.[F:1][c:2]1[cH:3][c:4]([CH2:5][O:6][c:7]2[cH:8][c:9]3[c:14]([cH:15][cH:16]2)[CH2:13][NH:12][CH2:11][CH2:10]3)[cH:17][cH:18][cH:19]1>>[F:1][c:2]1[cH:3][c:4]([CH2:5][O:6][c:7]2[cH:8][c:9]3[c:14]([cH:15][cH:16]2)[CH2:13][N:12]([C:26]([c:25]2[c:24]([O:23][CH:20]([CH3:21])[CH3:22])[cH:32][cH:31][c:30]([S:33](=[O:34])(=[O:35])[CH3:36])[cH:29]2)=[O:27])[CH2:11][CH2:10]3)[cH:17][cH:18][cH:19]1. The reactants are ClC1=CC(=NC=C1F)C (4-Chloro-5-fluoro-2-picoline), ClC1=CC(=NC=C1F)C (4-Chloro-5-fluoro-2-picoline), 4.09, BrN1C(CCC1=O)=O (N-bromosuccinimide), resultant solution, 2,2-azobisisobutyronitrile. The solvent is ClCCCl (1,2-dichloroethane), C(Cl)Cl (methylene chloride). Conditions: temperature 75 celsius. Yields the product ClC1=CC(NC=C1F)(C)Br (4-Chloro-5-fluoro-alpha-bromo-2-picoline). Yield: 69.0%. RXN SMILES: [Cl:1][C:2]1[C:7]([F:8])=[CH:6][N:5]=[C:4]([CH3:9])[CH:3]=1.[Br:10]N1C(=O)CCC1=O>ClCCCl.C(Cl)Cl>[Cl:1][C:2]1[C:7]([F:8])=[CH:6][NH:5][C:4]([Br:10])([CH3:9])[CH:3]=1. Reported procedure: 4-Chloro-5-fluoro-2-picoline (2.9 g, 20 mmol), the product of Example 66, was dissolved in 50 mL of 1,2-dichloroethane in a dry flask. The resultant solution was heated, with stirring, to 75° C. and 4.09 (23 mmol) of N-bromosuccinimide was added, followed by 100 mG (0.7 mmol) of 2,2-azobisisobutyronitrile (AIBN), a free radical initiator. After the reaction mixture was stirred at 75° C. for 24 hours, it was diluted with 450 mL of methylene chloride and washed with 3×400 mL of water. The organic ... The reactants are COc1ccc(S(N)(=O)=O)cc1, CCC(=C(c1ccccc1)c1ccc(C=CC(=O)O)cc1)c1ccccc1. Yields the product CCC(=C(c1ccccc1)c1ccc(C=CC(=O)NS(=O)(=O)c2ccc(OC)cc2)cc1)c1ccccc1. As a reaction SMILES: [CH3:28][O:29][c:30]1[cH:31][cH:32][c:33]([S:36](=[O:37])(=[O:38])[NH2:39])[cH:34][cH:35]1.[c:1]1([C:7](=[C:8]([CH2:9][CH3:10])[c:11]2[cH:12][cH:13][cH:14][cH:15][cH:16]2)[c:17]2[cH:18][cH:19][c:20]([CH:23]=[CH:24][C:25](=[O:26])[OH:27])[cH:21][cH:22]2)[cH:2][cH:3][cH:4][cH:5][cH:6]1>>[c:1]1([C:7](=[C:8]([CH2:9][CH3:10])[c:11]2[cH:12][cH:13][cH:14][cH:15][cH:16]2)[c:17]2[cH:18][cH:19][c:20]([CH:23]=[CH:24][C:25](=[O:26])[NH:39][S:36]([c:33]3[cH:32][cH:31][c:30]([O:29][CH3:28])[cH:35][cH:34]3)(=[O:37])=[O:38])[cH:21][cH:22]2)[cH:2][cH:3][cH:4][cH:5][cH:6]1. The reactants are Cc1cc2c(c3ccc(=O)[nH]c13)OC(CBr)C2, CN(C)C=O, Cl, NCCS, O. Product: Cc1cc2c(c3ccc(=O)[nH]c13)OC(CSCCN)C2. RXN SMILES: [Br:1][CH2:2][CH:3]1[CH2:4][c:5]2[c:6]([c:7]3[cH:8][cH:9][c:10](=[O:16])[nH:11][c:12]3[c:13]([CH3:15])[cH:14]2)[O:17]1.[CH3:23][N:24]([CH3:25])[CH:26]=[O:27].[ClH:18].[NH2:19][CH2:20][CH2:21][SH:22].[OH2:28]>>[CH2:2]([CH:3]1[CH2:4][c:5]2[c:6]([c:7]3[cH:8][cH:9][c:10](=[O:16])[nH:11][c:12]3[c:13]([CH3:15])[cH:14]2)[O:17]1)[S:22][CH2:21][CH2:20][NH2:19]. The reactants are CC=1C=C(C=NC1C)CC=1C(NC(=NC1)N[N+](=O)[O-])=O (5-(5,6-dimethyl-3-pyridylmethyl)-2-nitroamino-4-pyrimidone), COC=1C(=NC=CC1)CCCCN (4-(3-methoxy-2-pyridyl)butylamine), amine. Run in C(C)O (ethanol). Product: O.O.COC=1C(=NC=CC1)CCCCNC1=NC=C(C(N1)=O)CC=1C=NC(=C(C1)C)C (2-[4-(3-methoxy-2-pyridyl)butylamino]-5-(5,6-dimethyl-3-pyridylmethyl)-4-pyrimidone dihydrate). As a reaction SMILES: [CH3:1][C:2]1[CH:3]=[C:4]([CH2:9][C:10]2[C:11](=[O:20])[NH:12][C:13]([NH:16][N+]([O-])=[O:18])=[N:14][CH:15]=2)[CH:5]=[N:6][C:7]=1[CH3:8].[CH3:21][O:22][C:23]1[C:24]([CH2:29][CH2:30][CH2:31][CH2:32]N)=[N:25][CH:26]=[CH:27][CH:28]=1>C(O)C>[OH2:18].[OH2:22].[CH3:21][O:22][C:23]1[C:24]([CH2:29][CH2:30][CH2:31][CH2:32][NH:16][C:13]2[NH:12][C:11](=[O:20])[C:10]([CH2:9][C:4]3[CH:5]=[N:6][C:7]([CH3:8])=[C:2]([CH3:1])[CH:3]=3)=[CH:15][N:14]=2)=[N:25][CH:26]=[CH:27][CH:28]=1 |f:3.4.5|. Reported procedure: Equimolar amounts of 5-(5,6-dimethyl-3-pyridylmethyl)-2-nitroamino-4-pyrimidone and 4-(3-methoxy-2-pyridyl)butylamine were heated together under reflux in ethanol for 24 hours. An additional 0.1 molar equivalent of the amine was added and the mixture was heated under reflux for a further 24 hours, evaporated to dryness and purified to give 2-[4-(3-methoxy-2-pyridyl)butylamino]-5-(5,6-dimethyl-3-pyridylmethyl)-4-pyrimidone dihydrate, m.p. 93°-94°. Reactants: C(C1=CC=CC=C1)(C1=CC=CC=C1)O.FC(C=1C=C(C=C(C1)C(F)(F)F)NC(NC1=C(OC2=C(C(=O)[O-])C=C(C=C2)C(CC)(C)C)C=CC(=C1)C(F)(F)F)=O)(F)F (Benzhydrol 2-[2-[3-[3,5-bis(trifluoromethyl)phenyl]ureido]-4-trifluoromethylphenoxy]-5-(1,1-dimethylpropyl)benzoate). Reagents/catalysts: [Pd] (palladium on carbon). The solvent is C(C)(=O)OCC (ethyl acetate). Reaction conditions: time 16 hour. The product is FC(C=1C=C(C=C(C1)C(F)(F)F)NC(NC1=C(OC2=C(C(=O)O)C=C(C=C2)C(CC)(C)C)C=CC(=C1)C(F)(F)F)=O)(F)F (2-[2-[3-[3,5-Bis (trifluoromethyl)phenyl]ureido]-4-trifluoromethylphenoxy]-5-(1,1-dimethylpropyl)benzoic acid). RXN SMILES: C(O)(C1C=CC=CC=1)C1C=CC=CC=1.[F:15][C:16]([F:57])([F:56])[C:17]1[CH:18]=[C:19]([NH:27][C:28](=[O:55])[NH:29][C:30]2[CH:50]=[C:49]([C:51]([F:54])([F:53])[F:52])[CH:48]=[CH:47][C:31]=2[O:32][C:33]2[CH:41]=[CH:40][C:39]([C:42]([CH3:46])([CH3:45])[CH2:43][CH3:44])=[CH:38][C:34]=2[C:35]([O-:37])=[O:36])[CH:20]=[C:21]([C:23]([F:26])([F:25])[F:24])[CH:22]=1>C(OCC)(=O)C.[Pd]>[F:15][C:16]([F:56])([F:57])[C:17]1[CH:18]=[C:19]([NH:27][C:28](=[O:55])[NH:29][C:30]2[CH:50]=[C:49]([C:51]([F:54])([F:53])[F:52])[CH:48]=[CH:47][C:31]=2[O:32][C:33]2[CH:41]=[CH:40][C:39]([C:42]([CH3:45])([CH3:46])[CH2:43][CH3:44])=[CH:38][C:34]=2[C:35]([OH:37])=[O:36])[CH:20]=[C:21]([C:23]([F:24])([F:25])[F:26])[CH:22]=1 |f:0.1|. Procedure: Benzhydrol-2-[2-[3-[3,5-bis(trifluoromethyl)phenyl]ureido]-4-trifluoromethylphenoxy]-5-(1,1-dimethylpropyl)benzoate (110 mg, 0.0002 mol) was dissolved in ethyl acetate and a palladium on carbon catalyst (50 mg) was added, under argon. The mixture was hydrogenated in a parr bottle at 54 psi, for 16 h. The mixture was filtered through Celite® and washed with ethyl acetate and methanol. The solvents were evaporated and the residue was flash chromatographed (silica gel, ethyl acetate/hexane/formic a... Reactants: CN[C@@H]1C[C@H]2O[C@@](C)([C@@H]1OC)n1c3ccccc3c3c4c(c5c6ccccc6n2c5c31)C(=O)NC4 (staurosporine), O=CC1CCN(CC1)C(=O)OCc2ccccc2. The reagents and catalysts are CC(C)[O-].CC(C)[O-].CC(C)[O-].CC(C)[O-].[Ti+4] (Ti(OiPr)4), CC(=O)O (acetic acid), CC(=O)O[BH-](OC(C)=O)OC(C)=O.[Na+] (Sodium triacetoxyborohydride). Run in CC(=O)N(C)C (DMA), CC(=O)N(C)C (DMA), CC(=O)N(C)C (DMA), CC(=O)N(C)C (DMA), CC(=O)N(C)C (DMA), CC(=O)N(C)C (DMA), CC(=O)N(C)C (DMA). Conditions: temperature 22 celsius, time 18 hour. Product: CO[C@@H]1[C@@H](C[C@H]2O[C@]1(C)n3c4ccccc4c5c6CNC(=O)c6c7c8ccccc8n2c7c35)N(C)CC9CCN(CC9)C(=O)OCc%10ccccc%10, CN[C@@H]1C[C@H]2O[C@@](C)([C@@H]1OC)n1c3ccccc3c3c4c(c5c6ccccc6n2c5c31)C(=O)NC4 (Staurosporine), c1ccc(-c2ccccc2)cc1 (biphenyl), OCC1CCN(CC1)C(=O)OCc2ccccc2.